Dataset: the Open Reaction Database (ORD), a public repository of structured organic reaction records. Task: describe an organic reaction: reactants, conditions, products, and yield Starting materials: CCS, CN(C)C=O, COc1cc(N)c(Cl)cc1C(=O)O. Yields the product Nc1cc(O)c(C(=O)O)cc1Cl. As a reaction SMILES: [CH2:1]([SH:2])[CH3:3].[CH3:17][N:18]([CH3:19])[CH:20]=[O:21].[NH2:4][c:5]1[cH:6][c:7]([O:15][CH3:16])[c:8]([C:9](=[O:10])[OH:11])[cH:12][c:13]1[Cl:14]>>[NH2:4][c:5]1[cH:6][c:7]([OH:15])[c:8]([C:9](=[O:10])[OH:11])[cH:12][c:13]1[Cl:14].